From a dataset of the Open Reaction Database (ORD), a public repository of structured organic reaction records. describe an organic reaction: reactants, conditions, products, and yield Starting materials: COC(=O)c1ccc(C=C(COc2cccc3ccccc23)C(=O)NC2CCN(C)CC2)cc1, [Li+], [OH-], O, O. Product: CN1CCC(NC(=O)C(=Cc2ccc(C(=O)O)cc2)COc2cccc3ccccc23)CC1. Reaction SMILES: [CH3:1][N:2]1[CH2:3][CH2:4][CH:5]([NH:8][C:9]([C:10](=[CH:11][c:12]2[cH:13][cH:14][c:15]([C:16](=[O:17])[O:18][CH3:19])[cH:20][cH:21]2)[CH2:22][O:23][c:24]2[cH:25][cH:26][cH:27][c:28]3[cH:29][cH:30][cH:31][cH:32][c:33]23)=[O:34])[CH2:6][CH2:7]1.[Li+:37].[OH-:36].[OH2:35].[OH2:38]>>[CH3:1][N:2]1[CH2:3][CH2:4][CH:5]([NH:8][C:9]([C:10](=[CH:11][c:12]2[cH:13][cH:14][c:15]([C:16](=[O:17])[OH:18])[cH:20][cH:21]2)[CH2:22][O:23][c:24]2[cH:25][cH:26][cH:27][c:28]3[cH:29][cH:30][cH:31][cH:32][c:33]23)=[O:34])[CH2:6][CH2:7]1. Reactants: OC1=CC=C(C=C1)C(CNC1=C2N=CN(C2=NC(=N1)Cl)[C@H]1[C@@H]([C@@H]([C@H](C1)N1N=C(N=N1)CC)O)O)C1=CC=C(C=C1)O ((1R,2S,3R,5S)-3-{6-[2,2-bis-(4-hydroxy-phenyl)-ethylamino]-2-chloro-purin-9-yl}-5-(5-ethyl-tetrazol-2-yl)-cyclopentane-1,2-diol), FC(C(=O)O)(F)F.C1(=CC=CC=C1)C(CNC1=C2N=CN(C2=NC(=N1)NCCN1CCCCC1)[C@H]1[C@@H]([C@@H]([C@H](C1)N1N=CC(=C1)CO)O)O)C1=CC=CC=C1 ((1R,2S,3R,5S)-3-[6-(2,2-Diphenyl-ethylamino)-2-(2-piperidin-1-yl-ethylamino)-purin-9-yl]-5-(4-hydroxymethyl-pyrazol-1-yl)-cyclopentane-1,2-diol trifluoroacetate), C(C)(C)(C)OC(N[C@H]1CNCC1)=O ((R)-pyrrolidin-3-yl-carbamic acid tert-butyl ester). Yields the product C(C)(C)(C)OC(N[C@H]1CN(CC1)C1=NC(=C2N=CN(C2=N1)[C@H]1[C@@H]([C@@H]([C@H](C1)N1N=C(N=N1)CC)O)O)NCC(C1=CC=C(C=C1)O)C1=CC=C(C=C1)O)=O (((R)-1-{6-[2,2-bis-(4-hydroxy-phenyl)-ethylamino]-9-[(1R,2S,3R,4S)-4-(5-ethyl-tetrazol-2-yl)-2,3-dihydroxy-cyclopentyl]-9H-purin-2-yl}-pyrrolidin-3-yl)-carbamic acid tert-butyl ester). RXN SMILES: [OH:1][C:2]1[CH:7]=[CH:6][C:5]([CH:8]([C:35]2[CH:40]=[CH:39][C:38]([OH:41])=[CH:37][CH:36]=2)[CH2:9][NH:10][C:11]2[N:19]=[C:18](Cl)[N:17]=[C:16]3[C:12]=2[N:13]=[CH:14][N:15]3[C@@H:21]2[CH2:25][C@H:24]([N:26]3[N:30]=[N:29][C:28]([CH2:31][CH3:32])=[N:27]3)[C@@H:23]([OH:33])[C@H:22]2[OH:34])=[CH:4][CH:3]=1.FC(F)(F)C(O)=O.C1(C(C2C=CC=CC=2)CNC2N=C(NCCN3CCCCC3)N=C3C=2N=CN3[C@@H]2C[C@H](N3C=C(CO)C=N3)[C@@H](O)[C@H]2O)C=CC=CC=1.[C:96]([O:100][C:101](=[O:108])[NH:102][C@@H:103]1[CH2:107][CH2:106][NH:105][CH2:104]1)([CH3:99])([CH3:98])[CH3:97]>>[C:96]([O:100][C:101](=[O:108])[NH:102][C@@H:103]1[CH2:107][CH2:106][N:105]([C:18]2[N:17]=[C:16]3[C:12]([N:13]=[CH:14][N:15]3[C@@H:21]3[CH2:25][C@H:24]([N:26]4[N:30]=[N:29][C:28]([CH2:31][CH3:32])=[N:27]4)[C@@H:23]([OH:33])[C@H:22]3[OH:34])=[C:11]([NH:10][CH2:9][CH:8]([C:5]3[CH:4]=[CH:3][C:2]([OH:1])=[CH:7][CH:6]=3)[C:35]3[CH:36]=[CH:37][C:38]([OH:41])=[CH:39][CH:40]=3)[N:19]=2)[CH2:104]1)([CH3:99])([CH3:97])[CH3:98] |f:1.2|. Reported procedure: This compound is prepared from (1R,2S,3R,5S)-3-{6-[2,2-bis-(4-hydroxy-phenyl)-ethylamino]-2-chloro-purin-9-yl}-5-(5-ethyl-tetrazol-2-yl)-cyclopentane-1,2-diol (Intermediate BF1) using a procedure analogous to that of (1R,2S,3R,5S)-3-[6-(2,2-diphenyl-ethylamino)-2-(2-piperidin-1-yl-ethylamino)-purin-9-yl]-5-(4-hydroxymethyl-pyrazol-1-yl)-cyclopentane-1,2-diol trifluoro-acetate (Example 46) by replacing trans-1,4-diaminocyclohexane with (R)-pyrrolidin-3-yl-carbamic acid tert-butyl ester. Starting materials: CCC1(OC(=O)OCc2ccccc2)C(=O)OCc2c1cc1n(c2=O)Cc2c-1nc1ccccc1c2CC[Si](C)(C)CCCOC(=O)C1CCC1, CCO, [H][H]. The product is CCC1(O)C(=O)OCc2c1cc1n(c2=O)Cc2c-1nc1ccccc1c2CC[Si](C)(C)CCCOC(=O)C1CCC1. Reaction SMILES: [CH2:1]([O:2][C:3](=[O:4])[O:11][C:12]1([CH2:50][CH3:51])[C:13](=[O:49])[O:14][CH2:15][c:16]2[c:17]1[cH:18][c:19]1[n:27]([c:28]2=[O:29])[CH2:26][c:25]2[c:20]-1[n:21][c:22]1[c:23]([c:24]2[CH2:30][CH2:31][Si:32]([CH2:33][CH2:34][CH2:35][O:36][C:37](=[O:38])[CH:39]2[CH2:40][CH2:41][CH2:42]2)([CH3:43])[CH3:44])[cH:45][cH:46][cH:47][cH:48]1)[c:5]1[cH:6][cH:7][cH:8][cH:9][cH:10]1.[CH3:54][CH2:55][OH:56].[H:52][H:53]>>[OH:11][C:12]1([CH2:50][CH3:51])[C:13](=[O:49])[O:14][CH2:15][c:16]2[c:17]1[cH:18][c:19]1[n:27]([c:28]2=[O:29])[CH2:26][c:25]2[c:20]-1[n:21][c:22]1[c:23]([c:24]2[CH2:30][CH2:31][Si:32]([CH2:33][CH2:34][CH2:35][O:36][C:37](=[O:38])[CH:39]2[CH2:40][CH2:41][CH2:42]2)([CH3:43])[CH3:44])[cH:45][cH:46][cH:47][cH:48]1. Starting materials: CCO, CCOC(C)=O, Cl, C=COCCONC(=O)c1cc(F)c(=O)n(C)c1Nc1ccc(SC)cc1F, [Na+], [OH-], O. The product is CSc1ccc(Nc2c(C(=O)NOCCO)cc(F)c(=O)n2C)c(F)c1. RXN SMILES: [CH3:32][CH2:33][OH:34].[CH3:35][CH2:36][O:37][C:38]([CH3:39])=[O:40].[ClH:29].[F:1][c:2]1[cH:3][c:4]([C:20](=[O:21])[NH:22][O:23][CH2:24][CH2:25][O:26][CH:27]=[CH2:28])[c:5]([NH:10][c:11]2[c:12]([F:19])[cH:13][c:14]([S:17][CH3:18])[cH:15][cH:16]2)[n:6]([CH3:9])[c:7]1=[O:8].[Na+:31].[OH-:30].[OH2:41]>>[F:1][c:2]1[cH:3][c:4]([C:20](=[O:21])[NH:22][O:23][CH2:24][CH2:25][OH:26])[c:5]([NH:10][c:11]2[c:12]([F:19])[cH:13][c:14]([S:17][CH3:18])[cH:15][cH:16]2)[n:6]([CH3:9])[c:7]1=[O:8]. Reactants: CC1CNCCN1, Cc1ccccc1, CS(C)=O, COc1c(F)c(F)cc2c(=O)c(C(=O)O)cn(C3CC3)c12. Product: COc1c(N2CCNC(C)C2)c(F)cc2c(=O)c(C(=O)O)cn(C3CC3)c12. Reaction SMILES: [CH3:22][CH:23]1[NH:24][CH2:25][CH2:26][NH:27][CH2:28]1.[CH3:29][c:30]1[cH:31][cH:32][cH:33][cH:34][cH:35]1.[CH3:36][S:37]([CH3:38])=[O:39].[CH:1]1([n:4]2[cH:5][c:6]([C:19](=[O:20])[OH:21])[c:7](=[O:18])[c:8]3[cH:9][c:10]([F:17])[c:11]([F:16])[c:12]([O:14][CH3:15])[c:13]23)[CH2:2][CH2:3]1>>[CH:1]1([n:4]2[cH:5][c:6]([C:19](=[O:20])[OH:21])[c:7](=[O:18])[c:8]3[cH:9][c:10]([F:17])[c:11]([N:27]4[CH2:26][CH2:25][NH:24][CH:23]([CH3:22])[CH2:28]4)[c:12]([O:14][CH3:15])[c:13]23)[CH2:2][CH2:3]1. Reactants: O (water), C(C)SC1=CC=C(N=N1)C(=O)O (6-ethylsulfanyl-pyridazine-3-carboxylic acid), C1=CN(C=N1)C(=O)N2C=CN=C2 (CDI), CS(=O)(=O)O.NCC=1C=C2C(N(C(C2=CC1)=O)C1C(NC(CC1)=O)=O)=O (5-aminomethyl-2-(2,6-dioxo-piperidin-3-yl)-isoindole-1,3-dione methane sulfonate). The solvent is CN(C=O)C (N,N-dimethylformamide). Reaction conditions: temperature 40 celsius, time 1 hour. Yields the product O=C1NC(CCC1N1C(C2=CC=C(C=C2C1=O)CNC(=O)C=1N=NC(=CC1)SCC)=O)=O (6-Ethylsulfanyl-pyridazine-3-carboxylic acid [2-(2,6-dioxo-piperidin-3-yl)-1,3-dioxo-2,3-dihydro-1H-isoindol-5-ylmethyl]-amide). The yield is 86.0%. Reaction SMILES: [CH2:1]([S:3][C:4]1[N:9]=[N:8][C:7]([C:10]([OH:12])=O)=[CH:6][CH:5]=1)[CH3:2].C1N=CN(C(N2C=NC=C2)=O)C=1.CS(O)(=O)=O.[NH2:30][CH2:31][C:32]1[CH:33]=[C:34]2[C:38](=[CH:39][CH:40]=1)[C:37](=[O:41])[N:36]([CH:42]1[CH2:47][CH2:46][C:45](=[O:48])[NH:44][C:43]1=[O:49])[C:35]2=[O:50].O>CN(C)C=O>[O:49]=[C:43]1[CH:42]([N:36]2[C:35](=[O:50])[C:34]3[C:38](=[CH:39][CH:40]=[C:32]([CH2:31][NH:30][C:10]([C:7]4[N:8]=[N:9][C:4]([S:3][CH2:1][CH3:2])=[CH:5][CH:6]=4)=[O:12])[CH:33]=3)[C:37]2=[O:41])[CH2:47][CH2:46][C:45](=[O:48])[NH:44]1 |f:2.3|. Procedure details: A stirred mixture of 6-ethylsulfanyl-pyridazine-3-carboxylic acid (0.37 g, 2.00 mmol) and CDI (0.36 g, 2.20 mmol) in N,N-dimethylformamide (20 mL) was heated to 40° C. under nitrogen. After 1 h, 5-aminomethyl-2-(2,6-dioxo-piperidin-3-yl)-isoindole-1,3-dione methane sulfonate (0.77 g, 2.00 mmol) was added and the mixture was heated at 40° C. for 1.5 h. The mixture was cooled to rt and water (40 mL) was added. After 2 h, the product was isolated by filtration, washed with water (10 mL) and dried i...